From a dataset of the Open Reaction Database (ORD), a public repository of structured organic reaction records. describe an organic reaction: reactants, conditions, products, and yield Reactants: FC1=CC=C2C(C/C(/C2=C1)=C\C(=O)O)C ((E)-2-(6-fluoro-3-methyl-1-indanylidene)acetic acid), ClCCl (dichloromethane). The product is FC1=CC=C2C(C/C(/C2=C1)=C\C(=O)Cl)C ((E)-2-(6-Fluoro-3-methyl-1-indanylidene)acetyl Chloride). RXN SMILES: [F:1][C:2]1[CH:10]=[C:9]2[C:5]([CH:6]([CH3:15])[CH2:7]/[C:8]/2=[CH:11]\[C:12](O)=[O:13])=[CH:4][CH:3]=1.[Cl:16]CCl>>[F:1][C:2]1[CH:10]=[C:9]2[C:5]([CH:6]([CH3:15])[CH2:7]/[C:8]/2=[CH:11]\[C:12]([Cl:16])=[O:13])=[CH:4][CH:3]=1. Reported procedure: This compound was prepared in an analogous manner to Example 15h with the replacement of (E)-2-(6-fluoro-3,3-dimethyl-1-indanylidene)acetic acid with (E)-2-(6-fluoro-3-methyl-1-indanylidene)acetic acid (9 g, 43.6 mmol). The product residue was dissolved in dichloromethane and used, without purification, in Example 17, 18, and 19.